Dataset: the Open Reaction Database (ORD), a public repository of structured organic reaction records. Task: describe an organic reaction: reactants, conditions, products, and yield Starting materials: C1CCOC1, CO, CN(CC(CC=O)c1ccc(Cl)c(Cl)c1)C(=O)OC(C)(C)C, Cl, C1=CC2(CCNCC2)c2ccccc21. As a reaction SMILES: [CH2:40]1[O:41][CH2:42][CH2:43][CH2:44]1.[CH3:38][OH:39].[Cl:1][c:2]1[cH:3][c:4]([CH:9]([CH2:10][CH:11]=[O:12])[CH2:13][N:14]([CH3:15])[C:16](=[O:17])[O:18][C:19]([CH3:20])([CH3:21])[CH3:22])[cH:5][cH:6][c:7]1[Cl:8].[ClH:23].[NH:24]1[CH2:25][CH2:26][C:27]2([CH:28]=[CH:29][c:30]3[cH:31][cH:32][cH:33][cH:34][c:35]32)[CH2:36][CH2:37]1>>[Cl:1][c:2]1[cH:3][c:4]([CH:9]([CH2:10][CH2:11][N:24]2[CH2:25][CH2:26][C:27]3([CH:28]=[CH:29][c:30]4[cH:31][cH:32][cH:33][cH:34][c:35]43)[CH2:36][CH2:37]2)[CH2:13][N:14]([CH3:15])[C:16](=[O:17])[O:18][C:19]([CH3:20])([CH3:21])[CH3:22])[cH:5][cH:6][c:7]1[Cl:8]. Yields the product CN(CC(CCN1CCC2(C=Cc3ccccc32)CC1)c1ccc(Cl)c(Cl)c1)C(=O)OC(C)(C)C. Starting materials: C(C)(C)(C)OC(=O)N[C@@H](CCNC1(CCCC1)C(=O)OC)C1=CC=CC=C1 (Methyl 1-({(3S)-3-[(tert-butoxycarbonyl)amino]-3-phenylpropyl}amino)cyclopentanecarboxylate), Cl (hydrogen chloride). Solvent: CO (MeOH), CO (MeOH). The product is Cl.Cl.N[C@@H](CCNC1(CCCC1)C(=O)OC)C1=CC=CC=C1 (Methyl 1-{[(3S)-3-amino-3-phenylpropyl]amino}cyclopentanecarboxylate bis-hydrochloride). As a reaction SMILES: C(OC([NH:8][C@H:9]([C:22]1[CH:27]=[CH:26][CH:25]=[CH:24][CH:23]=1)[CH2:10][CH2:11][NH:12][C:13]1([C:18]([O:20][CH3:21])=[O:19])[CH2:17][CH2:16][CH2:15][CH2:14]1)=O)(C)(C)C.[ClH:28]>CO>[ClH:28].[ClH:28].[NH2:8][C@H:9]([C:22]1[CH:23]=[CH:24][CH:25]=[CH:26][CH:27]=1)[CH2:10][CH2:11][NH:12][C:13]1([C:18]([O:20][CH3:21])=[O:19])[CH2:17][CH2:16][CH2:15][CH2:14]1 |f:3.4.5|. Procedure details: To a cooled (0° C.) solution of methyl 1-({(3S)-3-[(tert-butoxycarbonyl)amino]-3-phenylpropyl}amino)cyclopentanecarboxylate from Step C (0.920 g, 2.44 mmol) in MeOH (49 mL) was added excess anhydrous hydrogen chloride gas. After 30 min the solution was purged with dry nitrogen for about 40 min. The solvent was then removed in vacuo to provide a solid/oil mix. Additional MeOH (50 mL) was then added and subsequently removed in vacuo to provide the title compound. MS: m/z=277 (M+1). Reactants: mixture, mixture, C(C1=CC=CC=C1)(=O)OCC(CO)=O (3-hydroxy-2-oxopropyl benzoate), C(CCO)O (1,3-propanediol), C(OCC)(OCC)OCC (triethyl orthoformate), C(C1=CC=CC=C1)(=O)OCC(CO)=O (3-hydroxy-2-oxopropyl benzoate), C(CCO)O (1,3-propanediol), C(OCC)(OCC)OCC (triethyl orthoformate), O.C1(=CC=C(C=C1)S(=O)(=O)O)C (p-toluenesulfonic acid monohydrate). The reagents and catalysts are O.C1(=CC=C(C=C1)S(=O)(=O)O)C (p-toluenesulfonic acid monohydrate). Solvent: C(C)(=O)OCC (ethyl acetate), O (water). Reaction conditions: time 4 day. Yields the product C(C1=CC=CC=C1)(=O)OCC1(OCCCO1)CO ((2-(hydroxymethyl)-1,3-dioxan-2-yl)methyl benzoate). As a reaction SMILES: [C:1]([O:9][CH2:10][C:11](=[O:14])[CH2:12][OH:13])(=[O:8])[C:2]1[CH:7]=[CH:6][CH:5]=[CH:4][CH:3]=1.[CH2:15](O)[CH2:16][CH2:17][OH:18].C(OCC)(OCC)OCC.O.C1(C)C=CC(S(O)(=O)=O)=CC=1>O.C1(C)C=CC(S(O)(=O)=O)=CC=1.C(OCC)(=O)C.O>[C:1]([O:9][CH2:10][C:11]1([CH2:12][OH:13])[O:18][CH2:17][CH2:16][CH2:15][O:14]1)(=[O:8])[C:2]1[CH:7]=[CH:6][CH:5]=[CH:4][CH:3]=1 |f:3.4,5.6|. Procedure details: A mixture of the mixture (0.5 g) containing 3-hydroxy-2-oxopropyl benzoate, 1,3-propanediol (0.932 ml, 12.9 mmol), triethyl orthoformate (0.428 ml, 2.58 mmol), and p-toluenesulfonic acid monohydrate (44.5 mg, 0.234 mmol) was stirred at room temperature for 4 days. Another mixture consisting of the mixture (4 g) containing 3-hydroxy-2-oxopropyl benzoate, 1,3-propanediol (7.46 ml, 103 mmol), triethyl orthoformate (3.42 ml, 20.6 mmol), and p-toluenesulfonic acid monohydrate (356 mg, 1.87 mmol) was ... Procedure details: A solution of acetal 3 (700 mg, 2.44 mmol) in 1 N HCl (40 mL) was stirred for 2 h at RT. The resulting slurry was filtered yielding the HCl salt 4 as a tan solid (498 mg, 78.0%): Reactants: NC1=C(C(=NC(=N1)C1=CC=CC=C1)O)CC1(OCCO1)C (6-Amino-5-(2-methyl-[1,3]-dioxolan-2-ylmethyl)-2-phenylpyrimidin-4-ol), Cl (HCl). The yield is 78.0%. Reaction SMILES: [NH2:1][C:2]1[N:7]=[C:6]([C:8]2[CH:13]=[CH:12][CH:11]=[CH:10][CH:9]=2)[N:5]=[C:4]([OH:14])[C:3]=1[CH2:15][C:16]1([CH3:21])OCCO1.[ClH:22]>>[ClH:22].[CH3:21][C:16]1[NH:1][C:2]2[N:7]=[C:6]([C:8]3[CH:13]=[CH:12][CH:11]=[CH:10][CH:9]=3)[N:5]=[C:4]([OH:14])[C:3]=2[CH:15]=1 |f:2.3|. The product is Cl.CC1=CC2=C(N=C(N=C2O)C2=CC=CC=C2)N1 (6-Methyl-2-phenyl-7H-pyrrolo[2,3-d]pyrimidin-4-ol hydrochloride). Starting materials: [OH-].[Na+] (sodium hydroxide), BrC=1C=C(C=C(C1)CN(C)CC1=CC=C(C=C1)C(C)(C)C)C(C)(C)O (2-[3-Bromo-5-{N-(4-tert-Butylbenzyl)-N-methylaminomethyl}phenyl]-2-propanol), ice water, P(=O)(Cl)(Cl)Cl (phosphorus oxychloride). Run in N1=CC=CC=C1 (pyridine). Product: C(C)(C)(C)C1=CC=C(CN(C)CC2=CC(=CC(=C2)C(=C)C)Br)C=C1 (N-(4-tert-Butylbenzyl)-N-methyl-(3-bromo-5-isopropenylbenzyl)amine). The yield is 61.6%. Reaction SMILES: [Br:1][C:2]1[CH:3]=[C:4]([C:22](O)([CH3:24])[CH3:23])[CH:5]=[C:6]([CH2:8][N:9]([CH2:11][C:12]2[CH:17]=[CH:16][C:15]([C:18]([CH3:21])([CH3:20])[CH3:19])=[CH:14][CH:13]=2)[CH3:10])[CH:7]=1.P(Cl)(Cl)(Cl)=O.[OH-].[Na+]>N1C=CC=CC=1>[C:18]([C:15]1[CH:14]=[CH:13][C:12]([CH2:11][N:9]([CH2:8][C:6]2[CH:5]=[C:4]([C:22]([CH3:24])=[CH2:23])[CH:3]=[C:2]([Br:1])[CH:7]=2)[CH3:10])=[CH:17][CH:16]=1)([CH3:21])([CH3:19])[CH3:20] |f:2.3|. Procedure details: Compound 140 (3.11 g; 7.69 mmol) was dissolved in pyridine (50 ml). While the solution was stirred at room temperature, phosphorus oxychloride (11.8 g; 76.9 mmol) was added dropwise. After completion of the addition, the mixture was stirred for 3 hours at 120° C. The mixture was brought to room temperature, and poured into ice/water. The mixture was alkalinized with sodium hydroxide, and extracted with chloroform (150 ml). The organic layer was washed with saturated aqueous sodium bicarbonate so... The reactants are BrC=1C=CC2=C(C(=NCC(=N2)NN)C2=NC=CC=C2)C1 (7-bromo-2-hydrazino-5-(2-pyridyl)-3H-1,4-benzodiazepine), ClCC(C)=O (chloropropanone). Yields the product BrC=1C=CC2=C(C(=NCC(=N2)NN=C(CCl)C)C2=NC=CC=C2)C1 (7-bromo-2-[(2-chloro-1-methylethylidene)hydrazino]-5-(2-pyridyl)-3H-1,4-benzodiazepine). Reaction SMILES: [Br:1][C:2]1[CH:3]=[CH:4][C:5]2[N:11]=[C:10]([NH:12][NH2:13])[CH2:9][N:8]=[C:7]([C:14]3[CH:19]=[CH:18][CH:17]=[CH:16][N:15]=3)[C:6]=2[CH:20]=1.[Cl:21][CH2:22][C:23](=O)[CH3:24]>>[Br:1][C:2]1[CH:3]=[CH:4][C:5]2[N:11]=[C:10]([NH:12][N:13]=[C:23]([CH3:24])[CH2:22][Cl:21])[CH2:9][N:8]=[C:7]([C:14]3[CH:19]=[CH:18][CH:17]=[CH:16][N:15]=3)[C:6]=2[CH:20]=1. Procedure details: In the manner given in Example 1, 7-bromo-2-hydrazino-5-(2-pyridyl)-3H-1,4-benzodiazepine can be reacted with chloropropanone to give 7-bromo-2-[(2-chloro-1-methylethylidene)hydrazino]-5-(2-pyridyl)-3H-1,4-benzodiazepine. Starting materials: CC=1C=CC(=C(C(=O)O)C1)C=1SC=CN1 (5-methyl-2-(thiazol-2-yl)benzoic acid), ClC=1C=CC2=C(N=C(O2)NC[C@H]2NCCC[C@H]2C)C1 (5-chloro-N-(((2S,3R)-3-methylpiperidin-2-yl)methyl)benzo[d]oxazol-2-amine). The product is ClC=1C=CC2=C(N=C(O2)NC[C@H]2N(CCC[C@H]2C)C(=O)C2=C(C=CC(=C2)C)C=2SC=CN2)C1 (((2S,3R)-2-(((5-Chlorobenzo[d]oxazol-2-yl)amino)methyl)-3-methylpiperidin-1-yl)(5-methyl-2-(thiazol-2-yl)phenyl)methanone). Reaction SMILES: [CH3:1][C:2]1[CH:3]=[CH:4][C:5]([C:11]2[S:12][CH:13]=[CH:14][N:15]=2)=[C:6]([CH:10]=1)[C:7]([OH:9])=O.[Cl:16][C:17]1[CH:18]=[CH:19][C:20]2[O:24][C:23]([NH:25][CH2:26][C@@H:27]3[C@H:32]([CH3:33])[CH2:31][CH2:30][CH2:29][NH:28]3)=[N:22][C:21]=2[CH:34]=1>>[Cl:16][C:17]1[CH:18]=[CH:19][C:20]2[O:24][C:23]([NH:25][CH2:26][C@@H:27]3[C@H:32]([CH3:33])[CH2:31][CH2:30][CH2:29][N:28]3[C:7]([C:6]3[CH:10]=[C:2]([CH3:1])[CH:3]=[CH:4][C:5]=3[C:11]3[S:12][CH:13]=[CH:14][N:15]=3)=[O:9])=[N:22][C:21]=2[CH:34]=1. Reported procedure: The title compound was prepared following the same general protocol as described in Example A1, using 5-methyl-2-(thiazol-2-yl)benzoic acid and 5-chloro-N-(((2S,3R)-3-methylpiperidin-2-yl)methyl)benzo[d]oxazol-2-amine. ESI-MS (m/z): 481 [M+1]+.